This data is from the Open Reaction Database (ORD), a public repository of structured organic reaction records. The task is: describe an organic reaction: reactants, conditions, products, and yield Reactants: CC(C)C1=C(C(=CC=C1)C(C)C)N(C([O-])=O)S(=O)(=O)N(CCCC)CCCC (2,6-bis(1-methylethyl)phenyl[(dibutylamino)sulfonyl]carbamate), [H-].[Na+] (sodium hydride). Solvent: O1CCCC1 (tetrahydrofuran), O1CCCC1 (tetrahydrofuran). Run at time 3 hour. The product is [Na+].CC(C)C1=C(C(=CC=C1)C(C)C)N(C([O-])=O)S(=O)(=O)N(CCCC)CCCC (2,6-bis(1-methylethyl)phenyl[(dibutylamino)sulfonyl]carbamate monosodium salt). RXN SMILES: [CH3:1][CH:2]([C:4]1[CH:9]=[CH:8][CH:7]=[C:6]([CH:10]([CH3:12])[CH3:11])[C:5]=1[N:13]([S:17]([N:20]([CH2:25][CH2:26][CH2:27][CH3:28])[CH2:21][CH2:22][CH2:23][CH3:24])(=[O:19])=[O:18])[C:14](=[O:16])[O-:15])[CH3:3].[H-].[Na+:30]>O1CCCC1>[Na+:30].[CH3:1][CH:2]([C:4]1[CH:9]=[CH:8][CH:7]=[C:6]([CH:10]([CH3:11])[CH3:12])[C:5]=1[N:13]([S:17]([N:20]([CH2:21][CH2:22][CH2:23][CH3:24])[CH2:25][CH2:26][CH2:27][CH3:28])(=[O:19])=[O:18])[C:14](=[O:15])[O-:16])[CH3:3] |f:1.2,4.5|. Procedure details: A solution of the 2,6-bis(1-methylethyl)phenyl[(dibutylamino)sulfonyl]carbamate (5.5 g, 13.3 mmol) in 75 mL tetrahydrofuran was added dropwise to a suspension of sodium hydride (0.4 g, 80% dispersion in mineral oil, 13.3 mmol) in 50 mL tetrahydrofuran at 0° C. under an atmosphere of nitrogen. Stirred for 3 hours, gradually warming to room temperature. Concentrated in vacuo and triturated with hexanes to give the title compound, mp 162°-166° C. Reactants: N1=CC=C(C=C1)C=1NC2=C(N1)C=C(C(=C2)N)[N+](=O)[O-] (2-(4-pyridyl)-5-amino-6-nitrobenzimidazole), C(C(=O)OCC)(=O)OCC (diethyl oxalate). Product: N1=CC=C(C=C1)C1=NC=2C(=CC=3NC(C(NC3C2)=O)=O)N1 (2-(4-Pyridyl)-5,6,7,8-tetrahydro-lH-imidazo[4,5-g]-quinoxaline-6,7-dione). Yield: 45.0%. Reaction SMILES: [N:1]1[CH:6]=[CH:5][C:4]([C:7]2[NH:8][C:9]3[CH:15]=[C:14]([NH2:16])[C:13]([N+:17]([O-])=O)=[CH:12][C:10]=3[N:11]=2)=[CH:3][CH:2]=1.[C:20](OCC)(=[O:26])[C:21](OCC)=[O:22]>>[N:1]1[CH:6]=[CH:5][C:4]([C:7]2[NH:8][C:9]3=[CH:15][C:14]4[NH:16][C:20](=[O:26])[C:21](=[O:22])[NH:17][C:13]=4[CH:12]=[C:10]3[N:11]=2)=[CH:3][CH:2]=1. Procedure details: Analogously to Example 3, from 2-(4-pyridyl)-5-amino-6-nitrobenzimidazole, by hydrogenation and reaction with diethyl oxalate, there was obtained, in a yield of 45% of theory, the title compound; m.p. above 300° C. Reactants: S1C=C(C=C1)CO (3-thiophenemethanol), [H-].[Na+] (sodium hydride), ClC1=NC(=CC(=C1)C(F)(F)F)Cl (2,6-dichloro-4-trifluoromethylpyridine), resultant solution. Solvent: O1CCCC1 (tetrahydrofuran). Yields the product ClC1=NC(=CC(=C1)C(F)(F)F)OCC1=CSC=C1 (2-chloro-6-(3-thienylmethyloxy)-4-trifluoromethylpyridine). As a reaction SMILES: [S:1]1[CH:5]=[CH:4][C:3]([CH2:6][OH:7])=[CH:2]1.[H-].[Na+].[Cl:10][C:11]1[CH:16]=[C:15]([C:17]([F:20])([F:19])[F:18])[CH:14]=[C:13](Cl)[N:12]=1>O1CCCC1>[Cl:10][C:11]1[CH:16]=[C:15]([C:17]([F:18])([F:19])[F:20])[CH:14]=[C:13]([O:7][CH2:6][C:3]2[CH:4]=[CH:5][S:1][CH:2]=2)[N:12]=1 |f:1.2|. Procedure: To a mixture prepared by adding to 3-thiophenemethanol (1.27 g, 0.0093×1.2 mol) successively tetrahydrofuran and sodium hydride (0.39 g, (ca.60% in mineral oil), 0.0093×1.05 mol), 2,6-dichloro-4-trifluoromethylpyridine (2.0 g, 0.0093 mol) was added, and the resultant solution was refluxed for about 1 hour. The reactants are CCOCC (ether), liquid, N (ammonia), C(C)C1=CC=C(C=C1)OC (p-ethylanisole), [Li] (lithium), N (ammonia). The solvent is C(C)O (ethanol). Conditions: time 15 minute. Yields the product C(C)C1=CCC(CC1)=O (4-Ethyl-3-cyclohexen-1-one). Reaction SMILES: CCOCC.N.[CH2:7]([C:9]1[CH:14]=[CH:13][C:12]([O:15]C)=[CH:11][CH:10]=1)[CH3:8].[Li]>C(O)C>[CH2:7]([C:9]1[CH2:14][CH2:13][C:12](=[O:15])[CH2:11][CH:10]=1)[CH3:8] |^1:16|. Reported procedure: To a stirred refluxing mixture of 600 ml of dry ether and 1600 ml of liquid ammonia was added 136 g of p-ethylanisole. After 15 minutes, there was added portionwise, at -35 ° to -32° C., a 26.4 g quantity of lithium ribbon over 0.5-1 hour. After an additional 15 minutes, 193 g of dry ethanol was added dropwise at -35° to -32° C. Stirring was continued until the blue color disappeared, and the ammonia was allowed to evaporate on standing overnight. The residue was poured into 1 l of ice water and... Reactants: COC1=CC=C2C(=CNC2=C1)C1=NC(=NC=C1)NC1CC(NC(C1)(C)C)(C)C ([4-(6-Methoxy-1H-indol-3-yl)-pyrimidin-2-yl]-(2,2,6,6-tetramethyl-piperidin-4-yl)-amine), [H-].[Na+] (sodium hydride), BrCC#N (Bromoacetonitrile), CN(C)C=O (DMF). Run in C1CCOC1 (THF), C1CCOC1 (THF). Conditions: time 15 minute. The product is COC1=CC=C2C(=CN(C2=C1)CC#N)C1=NC(=NC=C1)NC1CC(NC(C1)(C)C)(C)C ({6-Methoxy-3-[2-(2,2,6,6-tetramethyl-piperidin-4-ylamino)-pyrimidin-4-yl]-indol-1-yl}-acetonitrile). Reaction SMILES: [CH3:1][O:2][C:3]1[CH:11]=[C:10]2[C:6]([C:7]([C:12]3[CH:17]=[CH:16][N:15]=[C:14]([NH:18][CH:19]4[CH2:24][C:23]([CH3:26])([CH3:25])[NH:22][C:21]([CH3:28])([CH3:27])[CH2:20]4)[N:13]=3)=[CH:8][NH:9]2)=[CH:5][CH:4]=1.[H-].[Na+].CN(C=O)C.Br[CH2:37][C:38]#[N:39]>C1COCC1>[CH3:1][O:2][C:3]1[CH:11]=[C:10]2[C:6]([C:7]([C:12]3[CH:17]=[CH:16][N:15]=[C:14]([NH:18][CH:19]4[CH2:24][C:23]([CH3:26])([CH3:25])[NH:22][C:21]([CH3:28])([CH3:27])[CH2:20]4)[N:13]=3)=[CH:8][N:9]2[CH2:37][C:38]#[N:39])=[CH:5][CH:4]=1 |f:1.2|. Reported procedure: A solution of [4-(6-Methoxy-1H-indol-3-yl)-pyrimidin-2-yl]-(2,2,6,6-tetramethyl-piperidin-4-yl)-amine (150 mg, 0.40 mmol) in 2 ml of THF was added to a suspension of sodium hydride (55.3 mg, 1.38 mmol, 60% mineral dispersion) in 2 ml of THF. 0.1 ml of DMF was added and stirring was continued for 15 minutes. Bromoacetonitrile (51.9 mg, 0.43 mmol) was then added and the solution was stirred for 5 hours. The solvent was removed and the residue was purified by flash chromatography on silicagel (EtOA...